This data is from the Open Reaction Database (ORD), a public repository of structured organic reaction records. The task is: describe an organic reaction: reactants, conditions, products, and yield Starting materials: S(C)(=O)(=O)OC\C=C\C ((E)-2-buten-1-ol mesylate), ClCCCCCCC#CC\C=C\C (1-chloro-(E)-10-dodecen-7-yne). Conditions: time 1.5 hour. Yields the product ClCCCCCC\C=C/C\C=C\C (1-chloro-(Z,E)-7,10-dodecadiene). The yield is 93.0%. RXN SMILES: S(OC/C=C/C)(=O)(=O)C.[Cl:10][CH2:11][CH2:12][CH2:13][CH2:14][CH2:15][CH2:16][C:17]#[C:18][CH2:19]/[CH:20]=[CH:21]/[CH3:22]>>[Cl:10][CH2:11][CH2:12][CH2:13][CH2:14][CH2:15][CH2:16]/[CH:17]=[CH:18]\[CH2:19]/[CH:20]=[CH:21]/[CH3:22]. Procedure: The synthetic procedure was about the same as in Example 1 excepting replacement of 271.5 g of (E)-2-butenyl chloride with 450 g (3 moles) of (E)-2-buten-1-ol mesylate which were added dropwise to the reaction mixture kept at 30° C. or below followed by further continued agitation of the reaction mixture at 30° C. for 1.5 hours to effect hydrolysis so that 216 g of 1-chloro-(E)-10-dodecen-7-yne were obtained in a purity of 94%. The yield was 35% of the theoretical value. Partial hydrogenation of...